The task is: describe an organic reaction: reactants, conditions, products, and yield. This data is from the Open Reaction Database (ORD), a public repository of structured organic reaction records. Starting materials: 3, C(C)(C)(C)OC(NC1(CCC1)C1=CC=C(C=C1)C=1C(=CC2=C(OCC(N2C)=O)N1)CC=C)=O (tert-butyl(1-(4-(7-allyl-1-methyl-2-oxo-2,3-dihydro-1H-pyrido[2,3-b][1,4]oxazin-6-yl)phenyl)cyclobutyl)carbamate), C[Si](C)(C)C=[N+]=[N-] (trimethylsilyldiazomethane). The reagents and catalysts are C(C)(=O)[O-].[Pd+2].C(C)(=O)[O-] (palladium acetate). Run in C(C)OCC (diethyl ether). Run at temperature 0 celsius, time 10 minute. The product is C1(CC1)CC1=CC2=C(OCC(N2C)=O)N=C1C1=CC=C(C=C1)C1(CCC1)NC(OC(C)(C)C)=O (Tert-butyl (1-(4-(7-(cyclopropylmethyl)-1-methyl-2-oxo-2,3-dihydro-1H-pyrido[2,3-b][1,4]oxazin-6-yl)phenyl)cyclobutyl)carbamate). As a reaction SMILES: [C:1]([O:5][C:6](=[O:33])[NH:7][C:8]1([C:12]2[CH:17]=[CH:16][C:15]([C:18]3[C:19]([CH2:30][CH:31]=[CH2:32])=[CH:20][C:21]4[N:26]([CH3:27])[C:25](=[O:28])[CH2:24][O:23][C:22]=4[N:29]=3)=[CH:14][CH:13]=2)[CH2:11][CH2:10][CH2:9]1)([CH3:4])([CH3:3])[CH3:2].[CH3:34][Si](C=[N+]=[N-])(C)C>C(OCC)C.C([O-])(=O)C.[Pd+2].C([O-])(=O)C>[CH:31]1([CH2:30][C:19]2[C:18]([C:15]3[CH:14]=[CH:13][C:12]([C:8]4([NH:7][C:6](=[O:33])[O:5][C:1]([CH3:4])([CH3:3])[CH3:2])[CH2:9][CH2:10][CH2:11]4)=[CH:17][CH:16]=3)=[N:29][C:22]3[O:23][CH2:24][C:25](=[O:28])[N:26]([CH3:27])[C:21]=3[CH:20]=2)[CH2:34][CH2:32]1 |f:3.4.5|. Procedure: In a 50 ml 3 necks round-bottomed flask was tert-butyl(1-(4-(7-allyl-1-methyl-2-oxo-2,3-dihydro-1H-pyrido[2,3-b][1,4]oxazin-6-yl)phenyl)cyclobutyl)carbamate (52 mg, 0.116 mmol), palladium acetate (32 mg, 0.180 mmol) in diethyl ether (5 ml) to give a yellow solution at room temperature under a nitrogen atmosphere. The reaction mixture was cooled to 0° C. and trimethylsilyldiazomethane (2 ml) was added via a plastic syringe. The reaction mixture was left stirring at 0° C. for 10 minutes and warmed... Starting materials: ClC=1C=CC=C2C=C(C=NC12)COC (8-chloro-3-methoxymethylquinoline), [OH-].[Na+] (Sodium hydroxide), [OH-].[Na+] (sodium hydroxide), cupric sulfate pentahydrate. Reagents/catalysts: [Ta] (tantalum). Solvent: O (water). Conditions: time 21.5 hour. Product: OC=1C=CC=C2C=C(C=NC12)COC (8-hydroxy-3-methoxymethylquinoline). The yield is 63.2%. RXN SMILES: Cl[C:2]1[CH:3]=[CH:4][CH:5]=[C:6]2[C:11]=1[N:10]=[CH:9][C:8]([CH2:12][O:13][CH3:14])=[CH:7]2.[OH-:15].[Na+]>O.[Ta]>[OH:15][C:2]1[CH:3]=[CH:4][CH:5]=[C:6]2[C:11]=1[N:10]=[CH:9][C:8]([CH2:12][O:13][CH3:14])=[CH:7]2 |f:1.2|. Procedure: Into a tantalum liner in a 600 ml stirred Parr pressure reactor is placed 4.15 g 8-chloro-3-methoxymethylquinoline (20 mmol), 8.0 g 50% aqueous sodium hydroxide (100 mmol) and a solution of 250 mg cupric sulfate pentahydrate (1.0 mmol, 5 mole percent) in 95 ml of water. Sodium hydroxide concentration is 4%. The system is sealed, brought to 160 degrees C and held for 21.5 hours. The cooled solution is filtered through Celite, extracted with two 20 ml portions of toluene, then the aqueous layer is...